From a dataset of the Open Reaction Database (ORD), a public repository of structured organic reaction records. describe an organic reaction: reactants, conditions, products, and yield The reactants are CC(C)(C)O, Cc1cc(O)c(S)c(=O)o1, O=S(=O)(O)O. Yields the product Cc1cc(O)c(SC(C)(C)C)c(=O)o1. As a reaction SMILES: [C:6]([CH3:7])([CH3:8])([CH3:9])[OH:10].[OH:11][c:12]1[c:13]([SH:20])[c:14](=[O:19])[o:15][c:16]([CH3:18])[cH:17]1.[S:1](=[O:2])(=[O:3])([OH:4])[OH:5]>>[C:6]([CH3:7])([CH3:8])([CH3:9])[S:20][c:13]1[c:12]([OH:11])[cH:17][c:16]([CH3:18])[o:15][c:14]1=[O:19]. The reactants are NC1=NC(=CC=C1)CCC1=CC=C(C(=O)OCC)C=C1 (Ethyl 4-[2-(2-Aminopyridin-6-yl)ethyl]benzoate), Cl (HCl). Conditions: temperature 60 celsius, time 20 hour. Product: Cl.NC1=NC(=CC=C1)CCC1=CC=C(C(=O)O)C=C1 (4-[2-(2-Aminopyridin-6-yl)ethyl]benzoic acid hydrochloride). RXN SMILES: [NH2:1][C:2]1[CH:7]=[CH:6][CH:5]=[C:4]([CH2:8][CH2:9][C:10]2[CH:20]=[CH:19][C:13]([C:14]([O:16]CC)=[O:15])=[CH:12][CH:11]=2)[N:3]=1.[ClH:21]>>[ClH:21].[NH2:1][C:2]1[CH:7]=[CH:6][CH:5]=[C:4]([CH2:8][CH2:9][C:10]2[CH:11]=[CH:12][C:13]([C:14]([OH:16])=[O:15])=[CH:19][CH:20]=2)[N:3]=1 |f:2.3|. Procedure: A suspension of ester 8-5 (625 mg, 2.31 mmol) in 6N HCl (12 ml) was heated to 60° C. After ˜20 h, the reaction was concentrated to give acid 8-6 as a tan solid.